describe an organic reaction: reactants, conditions, products, and yield From a dataset of the Open Reaction Database (ORD), a public repository of structured organic reaction records. The product is COC(C1=C(C=C(C=C1)CBr)[N+](=O)[O-])=O (4-bromomethyl-2-nitro-benzoic acid methyl ester). Procedure details: To a stirred solution of 4-methyl-2-nitro-benzoic acid methyl ester (108.5 g, 555.7 mmol) in acetonitrile (750 mL), was added NBS (97.9 g, 550.1 mmol). The mixture was heated to a gentle reflex with a 200 W light bulb on for 5.5 hours. The solvent was evaporated, and the residue was dissolved in ethyl acetate (1500 mL). The solution was washed with water (2×600 mL) and brine (300 mL), dried over magnesium sulfate, and concentrated to give a brown oil. To the oil, was added t-butyl methyl ether (... The yield is 43.8%. Reactants: COC(C1=C(C=C(C=C1)C)[N+](=O)[O-])=O (4-methyl-2-nitro-benzoic acid methyl ester), C1CC(=O)N(C1=O)Br (NBS), COC(C)(C)C (t-butyl methyl ether). RXN SMILES: [CH3:1][O:2][C:3](=[O:14])[C:4]1[CH:9]=[CH:8][C:7]([CH3:10])=[CH:6][C:5]=1[N+:11]([O-:13])=[O:12].C1C(=O)N([Br:22])C(=O)C1.COC(C)(C)C>C(#N)C>[CH3:1][O:2][C:3](=[O:14])[C:4]1[CH:9]=[CH:8][C:7]([CH2:10][Br:22])=[CH:6][C:5]=1[N+:11]([O-:13])=[O:12]. Solvent: C(C)#N (acetonitrile). Reaction conditions: temperature 70 celsius. The reactants are C1(=CC=CC2=CC=CC=C12)CC(C(=O)O)=O (3-(1-naphthyl)pyruvic acid), diazomethane diethyl ether, C(C)OCC (diethyl ether). Product: C1(=CC=CC2=CC=CC=C12)CC(C(=O)OC)=O (methyl 3-(1-naphthyl)pyruvate). RXN SMILES: [C:1]1([CH2:11][C:12](=[O:16])[C:13]([OH:15])=[O:14])[C:10]2[C:5](=[CH:6][CH:7]=[CH:8][CH:9]=2)[CH:4]=[CH:3][CH:2]=1.[CH2:17](OCC)C>>[C:1]1([CH2:11][C:12](=[O:16])[C:13]([O:15][CH3:17])=[O:14])[C:10]2[C:5](=[CH:6][CH:7]=[CH:8][CH:9]=2)[CH:4]=[CH:3][CH:2]=1. Procedure: Sodium (677 mg, 29.4 mmol) is dissolved in ethanol (48 ml). To the solution are added 1-naphthylacetonitrile (5.07 g, 30.3 mmol), then after 20 min. diethyl oxalate (4.1 ml, 30.3 mmol) at r.t. and the mixture is stirred at r.t. for 2 hrs. and refluxed for 1 hour. After cooling to r.t. acetic acid (2 ml) is added. The mixture is diluted with water and extracted with ethyl acetate. The organic layer is dried over magnesium sulfate and evaporated in vacuo to give 3-cyano-3-(1-napththyl)pyruvate. A ... Starting materials: Cl.C(C)N=C=NCCCN(C)C (1-ethyl-3-(3′-dimethylaminopropyl)carbodiimide hydrochloride), CC1=C(C(=O)O)C=CC(=C1)[N+](=O)[O-] (2-Methyl-4-nitrobenzoic acid), CC1=C(C=CC(=C1)C)N1CCNCC1 (1-(2,4-dimethylphenyl)piperazine), ON1N=NC2=C1C=CC=C2 (1-hydroxybenzotriazole). The solvent is CN(C=O)C (N,N-dimethylformamide), O (Water). Yields the product CC1=C(C=CC(=C1)C)N1CCN(CC1)C(=O)C1=C(C=C(C=C1)[N+](=O)[O-])C ([4-(2,4-dimethylphenyl)piperazin-1-yl](2-methyl-4-nitrophenyl)methanone). Yield: 79.4%. As a reaction SMILES: [CH3:1][C:2]1[CH:10]=[C:9]([N+:11]([O-:13])=[O:12])[CH:8]=[CH:7][C:3]=1[C:4]([OH:6])=O.[CH3:14][C:15]1[CH:20]=[C:19]([CH3:21])[CH:18]=[CH:17][C:16]=1[N:22]1[CH2:27][CH2:26][NH:25][CH2:24][CH2:23]1.ON1C2C=CC=CC=2N=N1.Cl.C(N=C=NCCCN(C)C)C>CN(C)C=O.O>[CH3:14][C:15]1[CH:20]=[C:19]([CH3:21])[CH:18]=[CH:17][C:16]=1[N:22]1[CH2:23][CH2:24][N:25]([C:4]([C:3]2[CH:7]=[CH:8][C:9]([N+:11]([O-:13])=[O:12])=[CH:10][C:2]=2[CH3:1])=[O:6])[CH2:26][CH2:27]1 |f:3.4|. Reported procedure: 2-Methyl-4-nitrobenzoic acid (500 mg), 1-(2,4-dimethylphenyl)piperazine (523 mg) and 1-hydroxybenzotriazole 1 hydrate (373 mg) were dissolved in N,N-dimethylformamide (13 mL), 1-ethyl-3-(3′-dimethylaminopropyl)carbodiimide hydrochloride (531 mg) was added, and the mixture was stirred at room temperature. Water was added to the reaction mixture, and the mixture was extracted with ethyl acetate. The organic layer was washed with saturated brine, and the solvent was evaporated. The obtained residue... The reactants are [Br-], CC(=O)OCC1OC(OC(C)=O)C(OC(C)=O)C1OC(C)=O, CCOC(C)=O, C[N+](=O)[O-], c1ccccc1. As a reaction SMILES: [Br-:23].[C:1]([O:2][CH:5]1[CH:6]([O:7][C:8]([CH3:9])=[O:10])[CH:11]([O:12][C:13]([CH3:14])=[O:15])[CH:16]([CH2:18][O:19][C:20]([CH3:21])=[O:22])[O:17]1)(=[O:3])[CH3:4].[CH3:34][CH2:35][O:36][C:37](=[O:38])[CH3:39].[N+:30]([CH3:31])([O-:32])=[O:33].[cH:24]1[cH:25][cH:26][cH:27][cH:28][cH:29]1>>[CH:5]1([Br:23])[CH:6]([O:7][C:8]([CH3:9])=[O:10])[CH:11]([O:12][C:13]([CH3:14])=[O:15])[CH:16]([CH2:18][O:19][C:20]([CH3:21])=[O:22])[O:17]1. The product is CC(=O)OCC1OC(Br)C(OC(C)=O)C1OC(C)=O. Solvent: O1CCOCC1 (p-dioxane). Reaction conditions: time 16 hour. Starting materials: CC(CC)OC1=CC=C(OCC(C)=O)C=C1 (4-(1-methylpropoxy)phenoxyacetone), N1=CC=CC=C1 (pyridine), Cl.C(C)ON (ethoxyamine hydrochloride), O (water). Procedure: To a mixture of 4-(1-methylpropoxy)phenoxyacetone (0.70 g, 3.1 mmol) and pyridine (0.50 g, 6.3 mmol) in 10 ml of p-dioxane is added a solution of ethoxyamine hydrochloride (0.70 g, 7.2 mmol) in a minimum amount of water. The reaction mixture is stirred at RT for 16 hours, after which the dioxane is removed in vacuo. The residue is taken up in ether and the organic layer is washed with water. The aqueous phase is extracted with ether, and the combined organic phases are dried, the solvent is evap... As a reaction SMILES: [CH3:1][CH:2]([O:5][C:6]1[CH:16]=[CH:15][C:9]([O:10][CH2:11][C:12](=O)[CH3:13])=[CH:8][CH:7]=1)[CH2:3][CH3:4].N1C=CC=CC=1.Cl.[CH2:24]([O:26][NH2:27])[CH3:25].O>O1CCOCC1>[CH2:24]([O:26][N:27]=[C:12]([CH2:11][O:10][C:9]1[CH:15]=[CH:16][C:6]([O:5][CH:2]([CH3:1])[CH2:3][CH3:4])=[CH:7][CH:8]=1)[CH3:13])[CH3:25] |f:2.3|. Product: C(C)ON=C(C)COC1=CC=C(C=C1)OC(CC)C (4-(1-methylpropoxy)phenoxyacetone O-ethyloxime). The reactants are C12(CC3CC(CC(C1)C3)C2)CNC(=O)C2=CC(=NC=C2Cl)C#CCN(C(OC(C)(C)C)=O)CC (tert-butyl 3-(4-{[(1-adamantylmethyl)amino]-carbonyl}-5-chloropyridin-2-yl)prop-2-ynyl(ethyl)carbamate), hydrochloride salt. The solvent is [OH-].[Na+] (sodium hydroxide). Yields the product Cl.C12(CC3CC(CC(C1)C3)C2)CNC(C2=CC(=NC=C2Cl)CCCNCC)=O (N-(1-Adamantylmethyl)-5-chloro-2-[3-(ethylamino)propyl]isonicotinamide hydrochloride). The yield is 19.0%. Reaction SMILES: [C:1]12([CH2:11][NH:12][C:13]([C:15]3[C:20]([Cl:21])=[CH:19][N:18]=[C:17]([C:22]#[C:23][CH2:24][N:25]([CH2:33][CH3:34])C(=O)OC(C)(C)C)[CH:16]=3)=[O:14])[CH2:10][CH:5]3[CH2:6][CH:7]([CH2:9][CH:3]([CH2:4]3)[CH2:2]1)[CH2:8]2>[OH-].[Na+]>[ClH:21].[C:1]12([CH2:11][NH:12][C:13](=[O:14])[C:15]3[C:20]([Cl:21])=[CH:19][N:18]=[C:17]([CH2:22][CH2:23][CH2:24][NH:25][CH2:33][CH3:34])[CH:16]=3)[CH2:2][CH:3]3[CH2:4][CH:5]([CH2:6][CH:7]([CH2:9]3)[CH2:8]1)[CH2:10]2 |f:1.2,3.4|. Procedure: The titled compound was prepared from tert-butyl 3-(4-{[(1-adamantylmethyl)amino]-carbonyl}-5-chloropyridin-2-yl)prop-2-ynyl(ethyl)carbamate (Example 7(ii)) (0.30 g) by the method of Example 6(ii). The crude hydrochloride salt was suspended in 2M aqueous sodium hydroxide solution (25 ml), extracted into ethyl acetate (3×25 ml). and the combined extracts were concentrated. The residue was purified by chromatography on silica gel eluting with dichloromethane:methanol:0.88 aqueous ammonia (89:10:1)...